This data is from the Open Reaction Database (ORD), a public repository of structured organic reaction records. The task is: describe an organic reaction: reactants, conditions, products, and yield Starting materials: ClC=1C(=NC=C(C1)C(F)(F)F)C1=CC(=C(C=C1)Cl)C(OC)OC (3-chloro-2-(4-chloro-3-dimethoxymethylphenyl)-5-trifluoromethyl-pyridine), C(=O)(OC)[C@H](O)[C@@H](O)C(=O)OC (dimethyl L(+)-tartrate). The reagents and catalysts are C1(=CC=C(C=C1)S(=O)(=O)O)C (p-toluenesulfonic acid). Solvent: C1(=CC=CC=C1)C (toluene). Yields the product ClC=1C(=NC=C(C1)C(F)(F)F)C1=CC(=C(C=C1)Cl)C1OC(C(O1)C(=O)OC)C(=O)OC (3-Chloro-2-[4-chloro-3-(4,5-bis(methoxycarbonyl)-1,3-dioxolan-2-yl)phenyl]-5-trifluoromethylpyridine). Isolated yield 76.2%. As a reaction SMILES: [Cl:1][C:2]1[C:3]([C:12]2[CH:17]=[CH:16][C:15]([Cl:18])=[C:14]([CH:19](OC)OC)[CH:13]=2)=[N:4][CH:5]=[C:6]([C:8]([F:11])([F:10])[F:9])[CH:7]=1.[C:24]([C@@H:28]([C@H:30]([C:32]([O:34][CH3:35])=[O:33])[OH:31])[OH:29])([O:26][CH3:27])=[O:25]>C1(C)C=CC=CC=1.C1(C)C=CC(S(O)(=O)=O)=CC=1>[Cl:1][C:2]1[C:3]([C:12]2[CH:17]=[CH:16][C:15]([Cl:18])=[C:14]([CH:19]3[O:31][CH:30]([C:32]([O:34][CH3:35])=[O:33])[CH:28]([C:24]([O:26][CH3:27])=[O:25])[O:29]3)[CH:13]=2)=[N:4][CH:5]=[C:6]([C:8]([F:10])([F:11])[F:9])[CH:7]=1. Procedure details: 3.0 g of 3-chloro-2-(4-chloro-3-dimethoxymethylphenyl)-5-trifluoromethyl-pyridine, 5.4 g of dimethyl L(+)-tartrate and 100 mg of p-toluenesulfonic acid in 180 ml of anhydrous toluene were refluxed for 10 hours. The solution was cooled and then washed with 50 ml of 10% by weight sodium bicarbonate solution and three times with 50 ml of water each time, dried over sodium sulfate and concentrated. Chromatography on silica gel resulted in 3.0 g (77%) of colorless crystals; melting point: 48°-53° C. Starting materials: BrC1=C(C=CC=C1)CC(=O)O (2-bromophenylacetic acid), C(C)C1=C(N)C=CC=C1 (2-ethylaniline). Yields the product C(C)C1=C(C=CC=C1)NC1=C(C=CC=C1)CC(=O)O (2-[(2-ethylphenyl)amino]phenylacetic acid). Reaction SMILES: Br[C:2]1[CH:7]=[CH:6][CH:5]=[CH:4][C:3]=1[CH2:8][C:9]([OH:11])=[O:10].[CH2:12]([C:14]1[CH:20]=[CH:19][CH:18]=[CH:17][C:15]=1[NH2:16])[CH3:13]>>[CH2:12]([C:14]1[CH:20]=[CH:19][CH:18]=[CH:17][C:15]=1[NH:16][C:2]1[CH:7]=[CH:6][CH:5]=[CH:4][C:3]=1[CH2:8][C:9]([OH:11])=[O:10])[CH3:13]. Procedure details: In the manner described in example 3, 2-bromophenylacetic acid is condensed with 2-ethylaniline to yield 2-[(2-ethylphenyl)amino]phenylacetic acid.